Dataset: the Open Reaction Database (ORD), a public repository of structured organic reaction records. Task: describe an organic reaction: reactants, conditions, products, and yield Reactants: CCOC(OCC)c1cc2cc(C(=O)OC)ccc2o1, O=CO, O. The product is COC(=O)c1ccc2oc(C=O)cc2c1. Reaction SMILES: [CH2:1]([O:3][CH:4]([O:2][CH2:18][CH3:19])[c:5]1[o:6][c:7]2[c:8]([cH:9]1)[cH:10][c:11]([C:14](=[O:15])[O:16][CH3:17])[cH:12][cH:13]2)[CH3:20].[CH:21]([OH:22])=[O:23].[OH2:24]>>[O:3]=[CH:4][c:5]1[o:6][c:7]2[c:8]([cH:9]1)[cH:10][c:11]([C:14](=[O:15])[O:16][CH3:17])[cH:12][cH:13]2. Run at temperature 0 celsius. As a reaction SMILES: [CH3:1][O:2][CH:3]([O:9][CH3:10])[C:4]1[CH:8]=[CH:7][S:6][CH:5]=1.C([Li])CCC.[F:16][C:17]1[CH:25]=[CH:24][CH:23]=[CH:22][C:18]=1[C:19](Cl)=[O:20].[Cl-].[NH4+]>O1CCCC1.CCOCC>[CH3:1][O:2][CH:3]([O:9][CH3:10])[C:4]1[CH:8]=[CH:7][S:6][C:5]=1[C:19](=[O:20])[C:18]1[CH:22]=[CH:23][CH:24]=[CH:25][C:17]=1[F:16] |f:3.4|. The reactants are COC(C1=CSC=C1)OC (3-thiophenecarboxaldehyde dimethylacetal), C(CCC)[Li] (n-butyllithium), [Cl-].[NH4+] (ammonium chloride), FC1=C(C(=O)Cl)C=CC=C1 (2-fluorobenzoyl chloride). The solvent is CCOCC (ether), CCOCC (ether), O1CCCC1 (tetrahydrofuran), O1CCCC1 (tetrahydrofuran). The product is COC(C1=C(SC=C1)C(C1=C(C=CC=C1)F)=O)OC (2-(2-fluorobenzoyl)-3-thiophenecarboxaldehyde dimethylacetal). Reported procedure: To 3-thiophenecarboxaldehyde dimethylacetal (50.6 g) and ether (500 ml) was added n-butyllithium (132 ml, 2.5M in hexanes) at a rate so as to maintain gentle reflux of the mixture. The reaction mixture was heated at reflux an additional 30 mins, diluted with tetrahydrofuran (600 ml), and cooled to 0° C. A solution of 2-fluorobenzoyl chloride (44.0 ml, 368 mmol) and tetrahydrofuran (500 ml), precooled to -78° C., was added with stirring. The mixture was stirred at -78° C. for 1 hr and then allowe...